Dataset: the Open Reaction Database (ORD), a public repository of structured organic reaction records. Task: describe an organic reaction: reactants, conditions, products, and yield The reactants are CO, COC(=O)c1ccc2scc(OC)c2c1Cl, [Li+], [OH-], O, O. Yields the product COc1csc2ccc(C(=O)O)c(Cl)c12. RXN SMILES: [CH3:21][OH:22].[Cl:1][c:2]1[c:3]([C:13](=[O:14])[O:15][CH3:16])[cH:4][cH:5][c:6]2[s:7][cH:8][c:9]([O:11][CH3:12])[c:10]12.[Li+:19].[OH-:18].[OH2:17].[OH2:20]>>[Cl:1][c:2]1[c:3]([C:13](=[O:14])[OH:15])[cH:4][cH:5][c:6]2[s:7][cH:8][c:9]([O:11][CH3:12])[c:10]12. Reactants: COC(=O)c1cc(C(C)C)c(OCc2ccccc2)cc1OC, CO. Yields the product COC(=O)c1cc(C(C)C)c(O)cc1OC. As a reaction SMILES: [CH2:1]([c:2]1[cH:3][cH:4][cH:5][cH:6][cH:7]1)[O:8][c:9]1[cH:10][c:11]([O:22][CH3:23])[c:12]([C:13](=[O:14])[O:15][CH3:16])[cH:17][c:18]1[CH:19]([CH3:20])[CH3:21].[CH3:24][OH:25]>>[OH:8][c:9]1[cH:10][c:11]([O:22][CH3:23])[c:12]([C:13](=[O:14])[O:15][CH3:16])[cH:17][c:18]1[CH:19]([CH3:20])[CH3:21]. Reactants: C(C)#N (acetonitrile), C(C)(=O)SC1/C(/CN(CC1)C(C(=O)C1CC1)C1=C(C=CC=C1)F)=C/C1=NC=CN=C1 ((E)-4-(Acetylsulfanyl)-1-[2-cyclopropyl-1-(2-fluorophenyl)-2-oxoethyl]-3-[(pyrazin-2-yl)methylidene]piperidine), Cl (hydrogen chloride). Solvent: C(C)O (ethanol). The product is Cl.C1(CC1)C(C(C1=C(C=CC=C1)F)N1C\C(\C(CC1)S)=C/C1=NC=CN=C1)=O ((E)-1-[2-Cyclopropyl-1-(2-fluorophenyl)-2-oxoethyl]-3-[(pyrazin-2-yl)methylidene]-4-sulfanylpiperidine hydrochloride). Isolated yield 60.0%. As a reaction SMILES: C([S:4][CH:5]1[CH2:10][CH2:9][N:8]([CH:11]([C:17]2[CH:22]=[CH:21][CH:20]=[CH:19][C:18]=2[F:23])[C:12]([CH:14]2[CH2:16][CH2:15]2)=[O:13])[CH2:7]/[C:6]/1=[CH:24]\[C:25]1[CH:30]=[N:29][CH:28]=[CH:27][N:26]=1)(=O)C.[ClH:31].C(#N)C>C(O)C>[ClH:31].[CH:14]1([C:12](=[O:13])[CH:11]([N:8]2[CH2:9][CH2:10][CH:5]([SH:4])/[C:6](=[CH:24]/[C:25]3[CH:30]=[N:29][CH:28]=[CH:27][N:26]=3)/[CH2:7]2)[C:17]2[CH:22]=[CH:21][CH:20]=[CH:19][C:18]=2[F:23])[CH2:16][CH2:15]1 |f:4.5|. Reported procedure: (E)-4-(Acetylsulfanyl)-1-[2-cyclopropyl-1-(2-fluorophenyl)-2-oxoethyl]-3-[(pyrazin-2-yl)methylidene]piperidine (Example 31, free base, 540 mg) was treated with hydrogen chloride in ethanol in a similar manner to that described in Example 133, and the crude product was purified by preparative HPLC (YMC-Pack ODS-A; YMC, eluent: acetonitrile/0.024 N hydrochloric acid, 25/75, v/v) to afford the title compound (295 mg, yield: 60%) as a colourless amorphous solid.